Dataset: the Open Reaction Database (ORD), a public repository of structured organic reaction records. Task: describe an organic reaction: reactants, conditions, products, and yield Reactants: Cl.O(C)N (Methoxylamine hydrochloride), ClC1=C(C(=NN1C)C)S(=O)(=O)Cl (5-chloro-1,3-dimethyl-4-pyrazolesulfonyl chloride), O (Water). The solvent is C(C)#N (acetonitrile), N1=CC=CC=C1 (pyridine). The product is ClC1=C(C(=NN1C)C)S(=O)(=O)NOC (5-chloro-1,3-dimethyl-N-methoxy-4-pyrazolesulfonamide). The yield is 72.0%. RXN SMILES: Cl.[O:2]([NH2:4])[CH3:3].[Cl:5][C:6]1[N:10]([CH3:11])[N:9]=[C:8]([CH3:12])[C:7]=1[S:13](Cl)(=[O:15])=[O:14].O>N1C=CC=CC=1.C(#N)C>[Cl:5][C:6]1[N:10]([CH3:11])[N:9]=[C:8]([CH3:12])[C:7]=1[S:13]([NH:4][O:2][CH3:3])(=[O:14])=[O:15] |f:0.1|. Procedure details: Methoxylamine hydrochloride (0.90 g (10.8 mmol) was suspended in pyridine (2.0 ml). To this, under cooling with ice and with stirring, a solution of 5-chloro-1,3-dimethyl-4-pyrazolesulfonyl chloride (2.29 g (10.0 mmol)) in acetonitrile (2.0 ml) was added dropwise, and the mixture was stirred under cooling with ice for one hour and at room temperature for one hour. Water (50.0 ml) was added to bring about separation of crystals. The crystals were filtered and washed with water, dried, and subject... Starting materials: COC(C1=C(C=C(C(=C1)[N+](=O)[O-])NC)N1CC(CC1)(F)F)=O (methyl-2-[3,3-difluoro-pyrrolidinyl]-4-methylamino-5-nitro-benzoate). Reagents/catalysts: [Pd] (Pd/C). Run in CO (MeOH). Reaction conditions: time 5 hour. Product: COC(C1=C(C=C(C(=C1)N)NC)N1CC(CC1)(F)F)=O (Methyl-2-[3,3-difluoro-pyrrolidinyl]-4-methylamino-5-amino-benzoate). RXN SMILES: [CH3:1][O:2][C:3](=[O:22])[C:4]1[CH:9]=[C:8]([N+:10]([O-])=O)[C:7]([NH:13][CH3:14])=[CH:6][C:5]=1[N:15]1[CH2:19][CH2:18][C:17]([F:21])([F:20])[CH2:16]1>[Pd].CO>[CH3:1][O:2][C:3](=[O:22])[C:4]1[CH:9]=[C:8]([NH2:10])[C:7]([NH:13][CH3:14])=[CH:6][C:5]=1[N:15]1[CH2:19][CH2:18][C:17]([F:20])([F:21])[CH2:16]1. Reported procedure: A mixture of methyl-2-[3,3-difluoro-pyrrolidinyl]-4-methylamino-5-nitro-benzoate (1.32 g, 4.19 mmol), Pd/C (100 mg) and MeOH (25 mL) is stirred for 5 h under 3 bar H2-atmosphere. The mixture is filtered, and the filtrate is concentrated. Starting materials: N#CCBr, O=C([O-])[O-], CCCc1cc2c(C(F)(F)F)c(C#N)ccc2[nH]1, CC#N, [Cs+], [Cs+]. The product is CCCc1cc2c(C(F)(F)F)c(C#N)ccc2n1CC#N. Reaction SMILES: [Br:25][CH2:26][C:27]#[N:28].[C:19](=[O:20])([O-:21])[O-:22].[CH2:1]([CH2:2][CH3:3])[c:4]1[nH:5][c:6]2[cH:7][cH:8][c:9]([C:17]#[N:18])[c:10]([C:13]([F:14])([F:15])[F:16])[c:11]2[cH:12]1.[CH3:29][C:30]#[N:31].[Cs+:23].[Cs+:24]>>[CH2:1]([CH2:2][CH3:3])[c:4]1[n:5]([CH2:26][C:27]#[N:28])[c:6]2[cH:7][cH:8][c:9]([C:17]#[N:18])[c:10]([C:13]([F:14])([F:15])[F:16])[c:11]2[cH:12]1. Reactants: ClCC=1N=C(OC1)C1CC1 (4-chloromethyl-2-cyclopropyl-oxazole), [K] (potassium), C1(C=2C(C(N1)=O)=CC=CC2)=O (phthalimide), O (water). The solvent is CN(C)C=O (DMF). Conditions: time 24 hour. The product is C1(CC1)C=1OC=C(N1)CN1C(C2=CC=CC=C2C1=O)=O (2-(2-cyclopropyl-oxazol-4-ylmethyl)-isoindole-1,3-dione). Yield: 51.4%. RXN SMILES: Cl[CH2:2][C:3]1[N:4]=[C:5]([CH:8]2[CH2:10][CH2:9]2)[O:6][CH:7]=1.[K].[C:12]1(=[O:22])[NH:16][C:15](=[O:17])[C:14]2=[CH:18][CH:19]=[CH:20][CH:21]=[C:13]12.O>CN(C=O)C>[CH:8]1([C:5]2[O:6][CH:7]=[C:3]([CH2:2][N:16]3[C:12](=[O:22])[C:13]4[C:14](=[CH:18][CH:19]=[CH:20][CH:21]=4)[C:15]3=[O:17])[N:4]=2)[CH2:10][CH2:9]1 |^1:10|. Reported procedure: To the stirred solution of 4-chloromethyl-2-cyclopropyl-oxazole (4.0 g, 25.38 mmol) in dry DMF (30 mL), was added potassium salt of phthalimide (4.7 g, 25.38 mmol) at rt. The resulting mixture was stirred for 24 h at rt and monitored through TLC. After completion of the reaction, water (200 mL) was added and the crude was extracted with ethyl acetate (3×50 mL). The combined organic layer was washed with brine, dried over anhydrous sodium sulphate and concentrated under reduced pressure to obtain...